Dataset: the Open Reaction Database (ORD), a public repository of structured organic reaction records. Task: describe an organic reaction: reactants, conditions, products, and yield The reactants are O(C1=CC=CC=C1)CC1=CC=C(C(=O)OC)C=C1 (methyl 4-(phenoxymethyl)benzoate), O.[OH-].[Li+] (lithium hydroxide monohydrate), O1CCCC1 (tetrahydrofuran), Cl (hydrochloric acid). Solvent: O (water), CO (methanol). Run at time 5 hour. Yields the product CC1=C(C(=O)O)C=CC(=C1)COC1=CC=CC=C1 (methyl 4-(phenoxymethyl)benzoic acid). Isolated yield 81.0%. RXN SMILES: [O:1]([CH2:8][C:9]1[CH:18]=[CH:17][C:12]([C:13]([O:15]C)=[O:14])=[CH:11][CH:10]=1)[C:2]1[CH:7]=[CH:6][CH:5]=[CH:4][CH:3]=1.O.[OH-].[Li+].O1CCC[CH2:23]1.Cl>O.CO>[CH3:23][C:17]1[CH:18]=[C:9]([CH2:8][O:1][C:2]2[CH:7]=[CH:6][CH:5]=[CH:4][CH:3]=2)[CH:10]=[CH:11][C:12]=1[C:13]([OH:15])=[O:14] |f:1.2.3|. Procedure: A mixture of methyl 4-(phenoxymethyl)benzoate (1.1 g, 4.55 mmol), lithium hydroxide monohydrate (955 mg, 22.8 mmol), tetrahydrofuran (20 mL), methanol (7 mL) and water (7 mL) were stirred at room temperature for 5 hours. The mixture was neutralized to pH to 1 with concentrated hydrochloric acid and then extracted with ethyl acetate (15 mL×3). The combined organic phase was separated, dried over sodium sulfate, and then filtered. The filtrate was concentrated in vacuo to give methyl 4-(phenoxymet...